This data is from the Open Reaction Database (ORD), a public repository of structured organic reaction records. The task is: describe an organic reaction: reactants, conditions, products, and yield The reactants are S1C(=NC=C1)C=CC(=O)OCC (Ethyl 2-thiazoleacrylate). The reagents and catalysts are [Pd] (Palladium on charcoal). Run in C(C)O (ethanol). Yields the product S1C(=NC=C1)CCC(=O)OCC (ethyl 2-thiazolepropionate). Reaction SMILES: [S:1]1[CH:5]=[CH:4][N:3]=[C:2]1[CH:6]=[CH:7][C:8]([O:10][CH2:11][CH3:12])=[O:9]>C(O)C.[Pd]>[S:1]1[CH:5]=[CH:4][N:3]=[C:2]1[CH2:6][CH2:7][C:8]([O:10][CH2:11][CH3:12])=[O:9]. Reported procedure: Ethyl 2-thiazoleacrylate (14.8 g) was dissolved in ethanol (170 ml) and hydrogenated at 40° and a pressure of 50 psi using 10% Palladium on charcoal to give ethyl 2-thiazolepropionate. Reactants: CO, COc1ccc(CN(c2cc(NC3CCC(NC(=O)OC(C)(C)C)CC3)nn3c(C(=O)Nc4ccncc4F)cnc23)C2CC2)cc1, Cl, [Na+], [OH-]. Reaction SMILES: [CH3:51][OH:52].[CH:1]1([N:4]([c:5]2[c:6]3[n:7]([n:8][c:9]([NH:11][CH:12]4[CH2:13][CH2:14][CH:15]([NH:18][C:19]([O:20][C:21]([CH3:22])([CH3:23])[CH3:24])=[O:25])[CH2:16][CH2:17]4)[cH:10]2)[c:26]([C:29]([NH:30][c:31]2[cH:32][cH:33][n:34][cH:35][c:36]2[F:37])=[O:38])[cH:27][n:28]3)[CH2:39][c:40]2[cH:41][cH:42][c:43]([O:46][CH3:47])[cH:44][cH:45]2)[CH2:2][CH2:3]1.[ClH:50].[Na+:49].[OH-:48]>>[CH:1]1([N:4]([c:5]2[c:6]3[n:7]([n:8][c:9]([NH:11][CH:12]4[CH2:13][CH2:14][CH:15]([NH:18][C:19]([O:20][C:21]([CH3:22])([CH3:23])[CH3:24])=[O:25])[CH2:16][CH2:17]4)[cH:10]2)[c:26]([C:29](=[O:38])[OH:48])[cH:27][n:28]3)[CH2:39][c:40]2[cH:41][cH:42][c:43]([O:46][CH3:47])[cH:44][cH:45]2)[CH2:2][CH2:3]1. Product: COc1ccc(CN(c2cc(NC3CCC(NC(=O)OC(C)(C)C)CC3)nn3c(C(=O)O)cnc23)C2CC2)cc1. The reactants are ON=C(C1=CN=CC=C1)N (N′-hydroxynicotinimidamide), ClC=1C=C(C(=O)O)C=CC1F (3-chloro-4-fluorobenzoic acid), N (NH3). Product: ClC=1C=C(C=CC1F)C1=NC(=NO1)C=1C=NC=CC1 (5-(3-chloro-4-fluorophenyl)-3-(pyridin-3-yl)-1,2,4-oxadiazole). Reaction SMILES: [OH:1][N:2]=[C:3]([NH2:10])[C:4]1[CH:9]=[CH:8][CH:7]=[N:6][CH:5]=1.[Cl:11][C:12]1[CH:13]=[C:14]([CH:18]=[CH:19][C:20]=1[F:21])[C:15](O)=O.N>>[Cl:11][C:12]1[CH:13]=[C:14]([C:15]2[O:1][N:2]=[C:3]([C:4]3[CH:5]=[N:6][CH:7]=[CH:8][CH:9]=3)[N:10]=2)[CH:18]=[CH:19][C:20]=1[F:21]. Procedure details: The title compound was prepared according to the procedure of Example 8 using N′-hydroxynicotinimidamide (Aldrich) and 3-chloro-4-fluorobenzoic acid (Aldrich). 1H NMR (300 MHz, CD3OD) δ 7.54 (t, J=8.8 Hz, 1 H), 7.64 (ddd, J=8.1, 5.0, 0.8 Hz, 1 H), 8.24 (ddd, J=8.6, 4.6, 2.0 Hz, 1 H), 8.39 (dd, J=7.0, 2.2 Hz, 1 H), 8.55 (dt, J=8.1, 1.9 Hz, 1 H), 8.74 (dd, J=4.9, 1.5 Hz, 1 H), 9.29 (dd, J=2.2, 0.8 Hz, 1 H) ppm; MS (DCI/NH3) m/z 276 (M+H)+. Reactants: BrC1=C(C=O)C(=CC(=C1)F)Br (2,6-Dibromo-4-fluoro-benzaldehyde), CN(C=1C=C2CCNC(C2=CC1)=O)C (6-Dimethylamino-3,4-dihydro-2H-isoquinolin-1-one), C([O-])([O-])=O.[Cs+].[Cs+] (Cesium Carbonate). The reagents and catalysts are C=1C=CC(=CC1)/C=C/C(=O)/C=C/C2=CC=CC=C2.C=1C=CC(=CC1)/C=C/C(=O)/C=C/C2=CC=CC=C2.[Pd] (bis(dibenzylideneacetone)palladium), CC1(C2=C(C(=CC=C2)P(C3=CC=CC=C3)C4=CC=CC=C4)OC5=C(C=CC=C51)P(C6=CC=CC=C6)C7=CC=CC=C7)C (Xantphos). Run in O1CCOCC1 (dioxane). Conditions: temperature 100 celsius. The product is BrC1=C(C=O)C(=CC(=C1)F)N1C(C2=CC=C(C=C2CC1)N(C)C)=O (2-Bromo-6-(6-dimethylamino-1-oxo-3,4-dihydro-1H-isoquinolin-2-yl)-4-fluoro-benzaldehyde). Isolated yield 48.9%. Reaction SMILES: Br[C:2]1[CH:9]=[C:8]([F:10])[CH:7]=[C:6]([Br:11])[C:3]=1[CH:4]=[O:5].[CH3:12][N:13]([CH3:25])[C:14]1[CH:15]=[C:16]2[C:21](=[CH:22][CH:23]=1)[C:20](=[O:24])[NH:19][CH2:18][CH2:17]2.C(=O)([O-])[O-].[Cs+].[Cs+]>O1CCOCC1.C1C=CC(/C=C/C(/C=C/C2C=CC=CC=2)=O)=CC=1.C1C=CC(/C=C/C(/C=C/C2C=CC=CC=2)=O)=CC=1.[Pd].CC1(C)C2C(=C(P(C3C=CC=CC=3)C3C=CC=CC=3)C=CC=2)OC2C(P(C3C=CC=CC=3)C3C=CC=CC=3)=CC=CC1=2>[Br:11][C:6]1[CH:7]=[C:8]([F:10])[CH:9]=[C:2]([N:19]2[CH2:18][CH2:17][C:16]3[C:21](=[CH:22][CH:23]=[C:14]([N:13]([CH3:12])[CH3:25])[CH:15]=3)[C:20]2=[O:24])[C:3]=1[CH:4]=[O:5] |f:2.3.4,6.7.8|. Reported procedure: Combined 0.948 g (3.4 mmol, 2 eq) 2,6-Dibromo-4-fluoro-benzaldehyde, 0.320 g (1.7 mmol, 1 eq) 6-Dimethylamino-3,4-dihydro-2H-isoquinolin-1-one, 29 mg Xantphos (0.050 mmol, 0.03 eq), 19 mg bis(dibenzylideneacetone)palladium (0.033 mmol, 0.02 eq), and 1.09 g Cesium Carbonate (3 mmol, 2.0 eq) in 5 ml dioxane, bubbled argon gas through the mixture for 1 minute, sealed the reaction vessel and heated at 100° C. for 3 hours, then cooled to 80° C. and heated for 14 hours. Cooled, diluted ethyl acetate, ... Starting materials: Cc1cc(C)c2c(C#N)cn(-c3ccc(C(C)C)cc3Br)c2n1, [NH4+], [OH-], O=S(=O)(O)O. The product is Cc1cc(C)c2ccn(-c3ccc(C(C)C)cc3Br)c2n1. RXN SMILES: [Br:1][c:2]1[c:3](-[n:11]2[cH:12][c:13]([C:22]#[N:23])[c:14]3[c:15]([CH3:21])[cH:16][c:17]([CH3:20])[n:18][c:19]23)[cH:4][cH:5][c:6]([CH:8]([CH3:9])[CH3:10])[cH:7]1.[NH4+:24].[OH-:25].[S:26](=[O:27])(=[O:28])([OH:29])[OH:30]>>[Br:1][c:2]1[c:3](-[n:11]2[cH:12][cH:13][c:14]3[c:15]([CH3:21])[cH:16][c:17]([CH3:20])[n:18][c:19]23)[cH:4][cH:5][c:6]([CH:8]([CH3:9])[CH3:10])[cH:7]1. Reactants: CO, Cc1c(F)cc(C(=O)NC2CC2)cc1-c1ccc(C(=O)NC(C)C(C)(C)C)cn1, ClC(Cl)Cl, O=C(OO)c1cccc(Cl)c1. Product: Cc1c(F)cc(C(=O)NC2CC2)cc1-c1ccc(C(=O)NC(C)C(C)(C)C)c[n+]1[O-]. As a reaction SMILES: [CH3:45][OH:46].[CH:12]1([NH:15][C:16](=[O:17])[c:18]2[cH:19][c:20]([F:40])[c:21]([CH3:39])[c:22](-[c:24]3[cH:25][cH:26][c:27]([C:30](=[O:31])[NH:32][CH:33]([C:34]([CH3:35])([CH3:36])[CH3:37])[CH3:38])[cH:28][n:29]3)[cH:23]2)[CH2:13][CH2:14]1.[CH:41]([Cl:42])([Cl:43])[Cl:44].[OH:1][O:2][C:3]([c:4]1[cH:5][c:6]([Cl:7])[cH:8][cH:9][cH:10]1)=[O:11]>>[O-:1][n+:29]1[c:24](-[c:22]2[c:21]([CH3:39])[c:20]([F:40])[cH:19][c:18]([C:16]([NH:15][CH:12]3[CH2:13][CH2:14]3)=[O:17])[cH:23]2)[cH:25][cH:26][c:27]([C:30](=[O:31])[NH:32][CH:33]([C:34]([CH3:35])([CH3:36])[CH3:37])[CH3:38])[cH:28]1. Reactants: CCC1CC2C3CCC4=CC(=O)CCC4C3CCC2(C)C1OC(=O)CBr, CC(C)(C)CC(=O)O, CC(C)=O, CN(C)C=O. Product: CCC1CC2C3CCC4=CC(=O)CCC4C3CCC2(C)C1OC(=O)COC(=O)CC(C)(C)C. RXN SMILES: [CH2:9]([CH3:10])[CH:11]1[CH:12]([O:30][C:31]([CH2:32][Br:33])=[O:34])[C:13]2([CH3:14])[CH:15]([CH2:16]1)[CH:17]1[CH2:18][CH2:19][C:20]3=[CH:21][C:22](=[O:29])[CH2:23][CH2:24][CH:25]3[CH:26]1[CH2:27][CH2:28]2.[CH3:1][C:2]([CH3:3])([CH3:4])[CH2:5][C:6]([OH:7])=[O:8].[CH3:40][C:41](=[O:42])[CH3:43].[O:35]=[CH:36][N:37]([CH3:38])[CH3:39]>>[CH3:1][C:2]([CH3:3])([CH3:4])[CH2:5][C:6](=[O:7])[O:8][CH2:32][C:31]([O:30][CH:12]1[CH:11]([CH2:9][CH3:10])[CH2:16][CH:15]2[C:13]1([CH3:14])[CH2:28][CH2:27][CH:26]1[CH:17]2[CH2:18][CH2:19][C:20]2=[CH:21][C:22](=[O:29])[CH2:23][CH2:24][CH:25]21)=[O:34]. Reactants: BrN1C(CCC1=O)=O (1-Bromopyrrolidine-2,5-dione), NC1=NC=CC=C1C=1OC=2C(N1)=C(C=CC2)C#N (2-(2-amino-3-pyridyl)-1,3-benzoxazole-4-carbonitrile). Run in O1CCCC1 (tetrahydrofuran). Reaction conditions: temperature 25 celsius, time 2 hour. Product: NC1=NC=C(C=C1C=1OC=2C(N1)=C(C=CC2)C#N)Br (2-(2-amino-5-bromopyridin-3-yl)benzo[d]oxazole-4-carbonitrile). Isolated yield 64.0%. As a reaction SMILES: [Br:1]N1C(=O)CCC1=O.[NH2:9][C:10]1[C:15]([C:16]2[O:17][C:18]3[C:19](=[C:21]([C:25]#[N:26])[CH:22]=[CH:23][CH:24]=3)[N:20]=2)=[CH:14][CH:13]=[CH:12][N:11]=1>O1CCCC1>[NH2:9][C:10]1[C:15]([C:16]2[O:17][C:18]3[C:19](=[C:21]([C:25]#[N:26])[CH:22]=[CH:23][CH:24]=3)[N:20]=2)=[CH:14][C:13]([Br:1])=[CH:12][N:11]=1. Procedure: 1-Bromopyrrolidine-2,5-dione (199 mg) was added to a stirred solution of 2-(2-amino-3-pyridyl)-1,3-benzoxazole-4-carbonitrile (240 mg) dissolved in tetrahydrofuran (5 ml) over a period of 5 minutes. The resulting solution was stirred at 25° C. for 2 hours. The solvent was evaporated and the residue was washed with water. The residue was basified with 7 M ammonia in methanol and adsorbed on silica gel with methylene chloride. The crude product was purified by flash chromatography on silica gel el... RXN SMILES: [Cl:1][C:2]1[C:9]([OH:10])=[C:8]([O:11]C)[CH:7]=[CH:6][C:3]=1[CH:4]=[O:5].C(Cl)Cl.B(Br)(Br)Br>CO>[Cl:1][C:2]1[C:9]([OH:10])=[C:8]([OH:11])[CH:7]=[CH:6][C:3]=1[CH:4]=[O:5]. Reported procedure: To a stirred solution of 25 g. (0.134 m.) of 2-chloroisovanillin in 80 ml. of methylene chloride at 0°C. is added dropwise 19 ml. (0.2 m.) of boron tribromide and the mixture is stirred at 25°C. for 3 hours. Methanol (100 ml.) is added and the solution is concentrated to give 2-chloroprotocatechualdehyde, m.p. 193°-195°C. Yields the product ClC1=C(C=O)C=CC(=C1O)O (2-chloroprotocatechualdehyde). Reactants: ClC1=C(C=O)C=CC(=C1O)OC (2-chloroisovanillin), C(Cl)Cl (methylene chloride), B(Br)(Br)Br (boron tribromide). Solvent: CO (Methanol).